From a dataset of the Open Reaction Database (ORD), a public repository of structured organic reaction records. describe an organic reaction: reactants, conditions, products, and yield The reactants are C1CCNCC1, CN(C)C=O, O, O=C(NC1C(N(CC2c3ccccc3-c3ccccc32)C(=O)[O-])CCCC1(F)F)c1cc(-c2cnc3cccnn23)c(C(F)F)s1. Yields the product NC1CCCC(F)(F)C1NC(=O)c1cc(-c2cnc3cccnn23)c(C(F)F)s1. As a reaction SMILES: [CH2:47]1[CH2:48][CH2:49][NH:50][CH2:51][CH2:52]1.[O:53]=[CH:54][N:55]([CH3:56])[CH3:57].[OH2:58].[cH:1]1[c:2]2[c:14]([cH:16][cH:17][cH:18]1)-[c:9]1[c:8]([cH:13][cH:12][cH:11][cH:10]1)[CH:3]2[CH2:4][N:15]([C:5](=[O:6])[O-:7])[CH:19]1[CH:20]([NH:27][C:28](=[O:29])[c:30]2[s:31][c:32]([CH:44]([F:45])[F:46])[c:33](-[c:35]3[cH:36][n:37][c:38]4[n:39]3[n:40][cH:41][cH:42][cH:43]4)[cH:34]2)[C:21]([F:25])([F:26])[CH2:22][CH2:23][CH2:24]1>>[NH2:15][CH:19]1[CH:20]([NH:27][C:28](=[O:29])[c:30]2[s:31][c:32]([CH:44]([F:45])[F:46])[c:33](-[c:35]3[cH:36][n:37][c:38]4[n:39]3[n:40][cH:41][cH:42][cH:43]4)[cH:34]2)[C:21]([F:25])([F:26])[CH2:22][CH2:23][CH2:24]1.